Dataset: the Open Reaction Database (ORD), a public repository of structured organic reaction records. Task: describe an organic reaction: reactants, conditions, products, and yield Reactants: CC(CC1=CC=CC=C1)N.OP(=O)(O)O (AmPhos), II, C(C(C)(C)C)OC1=CC=2[C@]3(C4=CC(=CC=C4OC2C=C1)B1OC(C(O1)(C)C)(C)C)N=C(OC3)N ((S)-2′-(neopentyloxy)-7′-(4,4,5,5-tetramethyl-1,3,2-dioxaborolan-2-yl)-5H-spiro[oxazole-4,9′-xanthen]-2-amine), BrC=1NC=CN1 (2-bromo-1H-imidazole), CC(=O)[O-].[K+] (KOAc). Solvent: CO (MeOH), C(CCC)O (BuOH), O (Water). Reaction conditions: temperature 120 celsius. Product: N1C(=NC=C1)C1=CC=2[C@@]3(C4=CC(=CC=C4OC2C=C1)OCC(C)(C)C)N=C(OC3)N ((S)-2′-(1H-imidazol-2-yl)-7′-(neopentyloxy)-5H-spiro[oxazole-4,9′-xanthen]-2-amine). Reaction SMILES: [CH2:1]([O:6][C:7]1[CH:20]=[CH:19][C:18]2[O:17][C:16]3[C:11](=[CH:12][C:13](B4OC(C)(C)C(C)(C)O4)=[CH:14][CH:15]=3)[C@@:10]3([CH2:33][O:32][C:31]([NH2:34])=[N:30]3)[C:9]=2[CH:8]=1)[C:2]([CH3:5])([CH3:4])[CH3:3].Br[C:36]1[NH:37][CH:38]=[CH:39][N:40]=1.CC([O-])=O.[K+].CC(N)CC1C=CC=CC=1.OP(O)(O)=O>C(O)CCC.O.CO>[NH:37]1[CH:38]=[CH:39][N:40]=[C:36]1[C:13]1[CH:14]=[CH:15][C:16]2[O:17][C:18]3[C:9](=[CH:8][C:7]([O:6][CH2:1][C:2]([CH3:5])([CH3:4])[CH3:3])=[CH:20][CH:19]=3)[C@:10]3([CH2:33][O:32][C:31]([NH2:34])=[N:30]3)[C:11]=2[CH:12]=1 |f:2.3,4.5|. Procedure: A solution of (S)-2′-(neopentyloxy)-7′-(4,4,5,5-tetramethyl-1,3,2-dioxaborolan-2-yl)-5H-spiro[oxazole-4,9′-xanthen]-2-amine (50 mg, 0.108 mmol) in BuOH (861 μL), 2-bromo-1H-imidazole (0.129 mmol), and KOAc (31.7 mg, 0.323 mmol) in Water (215 μL) was purged with Ar in a sealed tube. AmPhos (1.525 mg, 2.153 μmol) was added and the reaction was heated to 120° C. for 30 min in the microwave. The reaction was cooled to rt, diluted with MeOH (3 ml), loaded onto an AccuBOND II SCX cartridge, washed wit...